From a dataset of the Open Reaction Database (ORD), a public repository of structured organic reaction records. describe an organic reaction: reactants, conditions, products, and yield Reactants: [OH-].[Na+] (NaOH), CC(C(=O)OCC)(CC1=CC=C(C=C1)C(F)(F)F)C (ethyl 2,2-dimethyl-3-[4-(trifluoromethyl)phenyl]propanoate), Cl (HCl). The solvent is CO (MeOH). Conditions: temperature 80 celsius, time 3 hour. The product is CC(C(=O)O)(CC1=CC=C(C=C1)C(F)(F)F)C (2,2-dimethyl-3-[4-(trifluoromethyl)phenyl]propanoic acid). Isolated yield 75.7%. Reaction SMILES: [CH3:1][C:2]([CH3:19])([CH2:8][C:9]1[CH:14]=[CH:13][C:12]([C:15]([F:18])([F:17])[F:16])=[CH:11][CH:10]=1)[C:3]([O:5]CC)=[O:4].[OH-].[Na+].Cl>CO>[CH3:1][C:2]([CH3:19])([CH2:8][C:9]1[CH:14]=[CH:13][C:12]([C:15]([F:16])([F:17])[F:18])=[CH:11][CH:10]=1)[C:3]([OH:5])=[O:4] |f:1.2|. Procedure details: Dissolve ethyl 2,2-dimethyl-3-[4-(trifluoromethyl)phenyl]propanoate (400 mg, 1.46 mmol) in MeOH (2 mL) and add aqueous NaOH solution (3 mL of 3 N). Heat to 80° C. and stir for 3 h. Cool to ambient temperature and acidify with 1 N HCl until pH 4. Extract with EtOAc. Combine organic extracts, wash with brine, dry over sodium sulfate, filter, and concentrate to give the title compound (272 mg).